From a dataset of the Open Reaction Database (ORD), a public repository of structured organic reaction records. describe an organic reaction: reactants, conditions, products, and yield Conditions: time 50 minute. Reaction SMILES: [C:1]([O:9][CH2:10][CH3:11])(=[O:8])[CH2:2][C:3]([O:5][CH2:6][CH3:7])=[O:4].[H-].[Na+].Br[CH2:15][C:16]#[C:17][CH3:18].Cl>C1COCC1>[CH2:15]([CH:2]([C:3]([O:5][CH2:6][CH3:7])=[O:4])[C:1]([O:9][CH2:10][CH3:11])=[O:8])[C:16]#[C:17][CH3:18] |f:1.2|. Reactants: C(CC(=O)OCC)(=O)OCC (diethyl malonate), Cl (HCl), [H-].[Na+] (sodium hydride), BrCC#CC (1-bromobut-2-yne). Run in C1CCOC1 (THF). The yield is 115.3%. Procedure details: To a stirring mixture consisting of diethyl malonate (24.3 g, 141 mmol) in THF (140 mL) was added sodium hydride (60% dispersion in oil, 2.8 g, 70 mmol) and the resulting reaction mixture was stirred for 50 minutes. To the reaction mixture was added 1-bromobut-2-yne (GFS, 6.2 g, 47 mmol), and the mixture was stirred for two hours. The reaction mixture was treated carefully with 0.5 N HCl and extracted with ethyl acetate. The organic phase was washed with water, then brine, dried over magnesium s... The product is C(C#CC)C(C(=O)OCC)C(=O)OCC (diethyl 2-(but-2-yn-1-yl)malonate). Reactants: O=C(Cl)Cc1ccc(Cl)cc1Cl, c1ccncc1, O=C(c1ccc(-c2cc[nH]n2)cc1)N1Cc2cccn2Cc2ccccc21. The product is O=C(c1ccc(-c2ccn(C(=O)Cc3ccc(Cl)cc3Cl)n2)cc1)N1Cc2cccn2Cc2ccccc21. As a reaction SMILES: [Cl:28][c:29]1[c:30]([CH2:36][C:37](=[O:38])[Cl:39])[cH:31][cH:32][c:33]([Cl:35])[cH:34]1.[cH:40]1[cH:41][cH:42][n:43][cH:44][cH:45]1.[nH:1]1[n:2][c:3](-[c:6]2[cH:7][cH:8][c:9]([C:12](=[O:13])[N:14]3[CH2:15][c:16]4[n:17]([cH:25][cH:26][cH:27]4)[CH2:18][c:19]4[c:20]3[cH:21][cH:22][cH:23][cH:24]4)[cH:10][cH:11]2)[cH:4][cH:5]1>>[n:1]1([C:37]([CH2:36][c:30]2[c:29]([Cl:28])[cH:34][c:33]([Cl:35])[cH:32][cH:31]2)=[O:38])[n:2][c:3](-[c:6]2[cH:7][cH:8][c:9]([C:12](=[O:13])[N:14]3[CH2:15][c:16]4[n:17]([cH:25][cH:26][cH:27]4)[CH2:18][c:19]4[c:20]3[cH:21][cH:22][cH:23][cH:24]4)[cH:10][cH:11]2)[cH:4][cH:5]1.